This data is from the Open Reaction Database (ORD), a public repository of structured organic reaction records. The task is: describe an organic reaction: reactants, conditions, products, and yield The reactants are NO.Cl (NH2OH HCl), [OH-].[K+] (KOH), O1CCNC(CC1)=S (1,4-oxazepane-5-thione), C(C)OCC (ethyl ether). The solvent is CO (methanol), CO (methanol). Run at temperature 55 celsius, time 8 hour. Yields the product O1CCNC(CC1)=NO (1,4-oxazepan-5-one oxime). RXN SMILES: [NH2:1][OH:2].Cl.[OH-].[K+].[O:6]1[CH2:12][CH2:11][C:10](=S)[NH:9][CH2:8][CH2:7]1.C(OCC)C>CO>[O:6]1[CH2:12][CH2:11][C:10](=[N:1][OH:2])[NH:9][CH2:8][CH2:7]1 |f:0.1,2.3|. Procedure details: A solution of NH2OH HCl (2 eq.) in methanol was added to an equimolar methanolic solution of KOH. KCl was filtered off and the filtrate was added to a solution of 1,4-oxazepane-5-thione (1 eq.) in methanol. The mixture was stirred at 55° C. overnight, then cooled to room temperature and the solvent was removed under reduced pressure. The residue was taken in chloroform, washed with brine, dried (Na2SO4) and concentrated under reduced pressure to give, after trituration with ethyl ether, the titl... The reactants are CO, COc1nc(Cl)c(SC)c(OC)n1, [K+], [OH-], O. The product is COc1nc(OC)c(SC)c(OC)n1. Reaction SMILES: [CH3:14][OH:15].[Cl:1][c:2]1[c:3]([S:12][CH3:13])[c:4]([O:10][CH3:11])[n:5][c:6]([O:8][CH3:9])[n:7]1.[K+:17].[OH-:16].[OH2:18]>>[c:2]1([O:15][CH3:14])[c:3]([S:12][CH3:13])[c:4]([O:10][CH3:11])[n:5][c:6]([O:8][CH3:9])[n:7]1.